From a dataset of the Open Reaction Database (ORD), a public repository of structured organic reaction records. describe an organic reaction: reactants, conditions, products, and yield Starting materials: C(C)(C)(C)C=1N=C(C2=C(N1)N(N=N2)CC)N2CC(CC2)(F)F (5-tert-Butyl-7-(3,3-difluoro-pyrrolidin-1-yl)-3-ethyl-3H-[1,2,3]triazolo[4,5-d]pyrimidine), C(C)(C)(C)C=1N=C(C2=C(N1)NN=N2)N2CC(CC2)(F)F (5-tert-butyl-7-(3,3-difluoropyrrolidin-1-yl)-3H-[1,2,3]triazolo[4,5-d]pyrimidine), ClC1=NC=C(C=C1CCl)Cl (2,5-dichloro-3-(chloromethyl)pyridine). The product is C(C)(C)(C)C=1N=C(C2=C(N1)N(N=N2)CC=2C(=NC=C(C2)Cl)Cl)N2CC(CC2)(F)F (5-tert-Butyl-3-(2,5-dichloro-pyridin-3-ylmethyl)-7-(3,3-difluoro-pyrrolidin-1-yl)-3H-[1,2,3]triazolo[4,5-d]pyrimidine). Reaction SMILES: [C:1]([C:5]1[N:6]=[C:7]([N:16]2[CH2:20][CH2:19][C:18]([F:22])([F:21])[CH2:17]2)[C:8]2[N:13]=[N:12][N:11]([CH2:14][CH3:15])[C:9]=2[N:10]=1)([CH3:4])([CH3:3])[CH3:2].C(C1N=C(N2CCC(F)(F)C2)C2N=NNC=2N=1)(C)(C)C.[Cl:43][C:44]1C(CCl)=[CH:48][C:47]([Cl:52])=[CH:46][N:45]=1>>[C:1]([C:5]1[N:6]=[C:7]([N:16]2[CH2:20][CH2:19][C:18]([F:21])([F:22])[CH2:17]2)[C:8]2[N:13]=[N:12][N:11]([CH2:14][C:15]3[C:44]([Cl:43])=[N:45][CH:46]=[C:47]([Cl:52])[CH:48]=3)[C:9]=2[N:10]=1)([CH3:2])([CH3:3])[CH3:4]. Procedure details: In analogy to the procedure described for the synthesis of 5-tert-butyl-7-(3,3-difluoropyrrolidin-1-yl)-3-ethyl-3H-[1,2,3]triazolo[4,5-d]pyrimidine (example 61), the title compound was prepared from 5-tert-butyl-7-(3,3-difluoropyrrolidin-1-yl)-3H-[1,2,3]triazolo[4,5-d]pyrimidine and 2,5-dichloro-3-(chloromethyl)pyridine and isolated as light-yellow gum. MS (m/e): 442.3 (MH+). Reactants: 34.3, C1(=CC=CC=C1)N1C=NC2=C(C1)C1=CC3=CC=CC=C3C=C1C(=C2)Cl (2-phenyl-6-chloroanthrapyrimidine), NC1=CC=CC=2C(C3=CC=CC=C3C(C12)=O)=O (1-aminoanthraquinone), C([O-])(O)=O.[Na+] (sodium bicarbonate), copper-I chloride, [N+](=O)([O-])C1=CC=CC=C1 (nitrobenzene). The reagents and catalysts are [Cu] (copper). Yields the product C1=CC=C2C(=C1)C(=O)C3=C(C2=O)C(=CC=C3)NC4=CC=CC5=C4C(=O)C6=CC=CC=C6C5=O (anthrimide). As a reaction SMILES: C1(N2C[C:11]3[C:13]4[C:22]([C:23](Cl)=[CH:24][C:10]=3N=C2)=C[C:20]2[C:15](=[CH:16][CH:17]=[CH:18][CH:19]=2)[CH:14]=4)C=CC=CC=1.[NH2:26][C:27]1[C:40]2[C:39](=[O:41])[C:38]3[C:33](=[CH:34][CH:35]=[CH:36][CH:37]=3)[C:32](=[O:42])[C:31]=2[CH:30]=[CH:29][CH:28]=1.[C:43](=[O:46])(O)[O-].[Na+].[N+](C1C=CC=CC=1)([O-])=[O:49]>[Cu]>[CH:35]1[CH:34]=[C:33]2[C:32]([C:31]3[CH:30]=[CH:29][CH:28]=[C:27]([NH:26][C:11]4[C:13]5[C:14]([C:15]6[C:20]([C:43](=[O:46])[C:22]=5[CH:23]=[CH:24][CH:10]=4)=[CH:19][CH:18]=[CH:17][CH:16]=6)=[O:49])[C:40]=3[C:39](=[O:41])[C:38]2=[CH:37][CH:36]=1)=[O:42] |f:2.3|. Procedure details: A mixture of 34.3 parts of 2-phenyl-6-chloroanthrapyrimidine, 24 parts of 1-aminoanthraquinone, 15 parts of sodium bicarbonate, 0.5 part of copper powder and 0.5 part of copper-I chloride in 500 parts of nitrobenzene is stirred under reflux for 4 hours. After cooling, the crystalline dyestuff which has precipitated is filtered off, washed successively with a little nitrobenzene, then with warm alcohol and finally with hot water, and dried in vacuo at 80° - 90°C. 46 parts are obtained of the anth... Starting materials: C(C)OC(C(C#N)N)=O (ethyl-aminocyanoacetate), C(OCC)([O-])[O-] (ethyl orthoformate), NC1=NN(C=C1)C (3-amino-1-methylpyrazole). The solvent is C(C)#N (acetonitrile). Yields the product NC1=C(N=CN1C1=NN(C=C1)C)C(=O)OCC (5-amino-4-ethoxycarbonyl-1-(1-methylpyrazol-3-yl)imidazole). The yield is 61.0%. RXN SMILES: [CH2:1]([O:3][C:4](=[O:9])[CH:5]([NH2:8])[C:6]#[N:7])[CH3:2].[CH:10]([O-])([O-])OCC.[NH2:16][C:17]1[CH:21]=[CH:20][N:19]([CH3:22])[N:18]=1>C(#N)C>[NH2:7][C:6]1[N:16]([C:17]2[CH:21]=[CH:20][N:19]([CH3:22])[N:18]=2)[CH:10]=[N:8][C:5]=1[C:4]([O:3][CH2:1][CH3:2])=[O:9]. Reported procedure: In 200 ml of acetonitrile, 6.7 g of ethyl-aminocyanoacetate, 8.5 g of ethyl orthoformate and 5.6 g of 3-amino-1-methylpyrazole were refluxed under heating for 4.5 hours. After completion of the reaction, the solvent was distilled off under reduced pressure. Crystals precipitated was filtered out, followed by washing with ether to give 7.5 g of the desired compound. m.p.: 168° to 170° C. Reactants: Brc1ccccc1, CC(C)(C)[PH+](c1ccccc1)C(C)(C)C, CC(C)(C)[O-], c1ccc(Nc2ccccc2)cc1, [Na+], CC(=O)[O-], CC(=O)[O-], [Pd+2], c1ccc([B-](c2ccccc2)(c2ccccc2)c2ccccc2)cc1, Cc1ccccc1C. Product: c1ccc(N(c2ccccc2)c2ccccc2)cc1. As a reaction SMILES: [Br:1][c:2]1[cH:3][cH:4][cH:5][cH:6][cH:7]1.[C:52]([PH+:53]([C:54]([CH3:55])([CH3:56])[CH3:57])[c:58]1[cH:59][cH:60][cH:61][cH:62][cH:63]1)([CH3:64])([CH3:65])[CH3:66].[CH3:21][C:22]([CH3:23])([O-:24])[CH3:25].[NH:8]([c:9]1[cH:10][cH:11][cH:12][cH:13][cH:14]1)[c:15]1[cH:16][cH:17][cH:18][cH:19][cH:20]1.[Na+:26].[O-:68][C:69]([CH3:70])=[O:71].[O-:72][C:73]([CH3:74])=[O:75].[Pd+2:67].[c:27]1([B-:28]([c:29]2[cH:30][cH:31][cH:32][cH:33][cH:34]2)([c:35]2[cH:36][cH:37][cH:38][cH:39][cH:40]2)[c:41]2[cH:42][cH:43][cH:44][cH:45][cH:46]2)[cH:47][cH:48][cH:49][cH:50][cH:51]1.[c:76]1([CH3:77])[c:78]([CH3:79])[cH:80][cH:81][cH:82][cH:83]1>>[c:2]1([N:8]([c:9]2[cH:10][cH:11][cH:12][cH:13][cH:14]2)[c:15]2[cH:16][cH:17][cH:18][cH:19][cH:20]2)[cH:3][cH:4][cH:5][cH:6][cH:7]1. The reactants are C(C)OC(C(CC=1C(=C2C=CNC2=CC1)C)OCC)=O (rac-2-ethoxy-3-(4-methyl-1H-indol-5-yl)-propionic acid ethyl ester), 10h, ClCC=1N=C(OC1C)C1=CC(=CC(=C1)OC)OC (4-chloromethyl-2-(3,5-dimethoxy-phenyl)-5-methyl-oxazole). Product: COC=1C=C(C=C(C1)OC)C=1OC(=C(N1)CN1C=CC2=C(C(=CC=C12)CC(C(=O)O)OCC)C)C (rac-3-{1-[2-(3,5-dimethoxy-phenyl)-5-methyl-oxazol-4-ylmethyl]-4-methyl-1H-indol-5-yl}-2-ethoxy-propionic acid). RXN SMILES: C([O:3][C:4](=[O:20])[CH:5]([O:17][CH2:18][CH3:19])[CH2:6][C:7]1[C:8]([CH3:16])=[C:9]2[C:13](=[CH:14][CH:15]=1)[NH:12][CH:11]=[CH:10]2)C.Cl[CH2:22][C:23]1[N:24]=[C:25]([C:29]2[CH:34]=[C:33]([O:35][CH3:36])[CH:32]=[C:31]([O:37][CH3:38])[CH:30]=2)[O:26][C:27]=1[CH3:28]>>[CH3:38][O:37][C:31]1[CH:30]=[C:29]([C:25]2[O:26][C:27]([CH3:28])=[C:23]([CH2:22][N:12]3[C:13]4[C:9](=[C:8]([CH3:16])[C:7]([CH2:6][CH:5]([O:17][CH2:18][CH3:19])[C:4]([OH:3])=[O:20])=[CH:15][CH:14]=4)[CH:10]=[CH:11]3)[N:24]=2)[CH:34]=[C:33]([O:35][CH3:36])[CH:32]=1. Reported procedure: In analogy to the procedure described in example 44, rac-2-ethoxy-3-(4-methyl-1H-indol-5-yl)-propionic acid ethyl ester [preparation 10h)] was reacted with 4-chloromethyl-2-(3,5-dimethoxy-phenyl)-5-methyl-oxazole to give rac-3-{1-[2-(3,5-dimethoxy-phenyl)-5-methyl-oxazol-4-ylmethyl]-4-methyl-1H-indol-5-yl}-2-ethoxy-propionic acid as yellow solid. Reactants: C(C1=CC=CC=C1)N1CCC(CC1)CCC1=C2C(=CC=C1)OCO2 (1-benzyl-4-(2,3-methylenedioxyphenethyl)piperidine), ClC(=O)OC(C)Cl (1-chloroethyl chloroformate). Run in ClCCCl (1,2-dichloroethane). Product: C1OC2=C(CCC3CCNCC3)C=CC=C2O1 (4-(2,3-Methylenedioxyphenethyl)piperidine). Yield: 89.5%. Reaction SMILES: C([N:8]1[CH2:13][CH2:12][CH:11]([CH2:14][CH2:15][C:16]2[CH:21]=[CH:20][CH:19]=[C:18]3[O:22][CH2:23][O:24][C:17]=23)[CH2:10][CH2:9]1)C1C=CC=CC=1.ClC(OC(Cl)C)=O>ClCCCl>[CH2:23]1[O:22][C:18]2[C:17](=[C:16]([CH:21]=[CH:20][CH:19]=2)[CH2:15][CH2:14][CH:11]2[CH2:10][CH2:9][NH:8][CH2:13][CH2:12]2)[O:24]1. Reported procedure: 20.3 g of 1-benzyl-4-(2,3-methylenedioxyphenethyl)piperidine was dissolved in 10 ml of 1,2-dichloroethane, 7 ml of 1-chloroethyl chloroformate was added thereto under ice-cooling, and the mixture was heated under reflux for 30 minutes. The solvent was evaporated, the resulting residue was dissolved in 100 ml of methanol, and the mixture was heated under reflux for one hour. The solvent was removed, the resulting residue was basified by adding a 5N aqueous sodium hydroxide, and the mixture was ex...